From a dataset of the Open Reaction Database (ORD), a public repository of structured organic reaction records. describe an organic reaction: reactants, conditions, products, and yield The reactants are C(C1=CC=CC=C1)OC[C@@H](OCC1=CC=CC=C1)[C@@H](O)[C@H](O)[C@H](O)COCC1=CC=CC=C1 (1,2,6-tri-O-benzyl-D-mannitol), [N+](=O)([O-])C1=CC=C(CBr)C=C1 (4-nitrobenzyl bromide). Product: C(C1=CC=CC=C1)OC[C@@H](OCC1=CC=CC=C1)[C@@H](O)[C@H](O)[C@H](OCC1=CC=C(C=C1)[N+](=O)[O-])COCC1=CC=CC=C1 (1,2,6-tri-O-benzyl-5-O-(4-nitrobenzyl)-D-mannitol). As a reaction SMILES: [CH2:1]([O:8][CH2:9][C@H:10]([C@H:19]([C@@H:21]([C@@H:23]([CH2:25][O:26][CH2:27][C:28]1[CH:33]=[CH:32][CH:31]=[CH:30][CH:29]=1)[OH:24])[OH:22])[OH:20])[O:11][CH2:12][C:13]1[CH:18]=[CH:17][CH:16]=[CH:15][CH:14]=1)[C:2]1[CH:7]=[CH:6][CH:5]=[CH:4][CH:3]=1.[N+:34]([C:37]1[CH:44]=[CH:43][C:40]([CH2:41]Br)=[CH:39][CH:38]=1)([O-:36])=[O:35]>>[CH2:1]([O:8][CH2:9][C@H:10]([C@H:19]([C@@H:21]([C@@H:23]([CH2:25][O:26][CH2:27][C:28]1[CH:29]=[CH:30][CH:31]=[CH:32][CH:33]=1)[O:24][CH2:41][C:40]1[CH:43]=[CH:44][C:37]([N+:34]([O-:36])=[O:35])=[CH:38][CH:39]=1)[OH:22])[OH:20])[O:11][CH2:12][C:13]1[CH:18]=[CH:17][CH:16]=[CH:15][CH:14]=1)[C:2]1[CH:7]=[CH:6][CH:5]=[CH:4][CH:3]=1. Procedure details: The product of example 71 was further alkylated with 4-nitrobenzyl bromide affording after purification by flash chromatography the title compound. Starting materials: C1CCC2=NCCCN2CC1, O=[N+]([O-])c1ccc(Cl)nc1, FC(F)(F)c1ccccc1OC1CCNCC1, CN(C)C=O. As a reaction SMILES: [CH2:28]1[CH2:29][CH2:30][C:31]2=[N:36][CH2:35][CH2:34][CH2:33][N:32]2[CH2:37][CH2:38]1.[Cl:1][c:2]1[n:3][cH:4][c:5]([N+:8](=[O:9])[O-:10])[cH:6][cH:7]1.[F:11][C:12]([c:13]1[c:14]([O:15][CH:16]2[CH2:17][CH2:18][NH:19][CH2:20][CH2:21]2)[cH:22][cH:23][cH:24][cH:25]1)([F:26])[F:27].[O:39]=[CH:40][N:41]([CH3:42])[CH3:43]>>[c:2]1([N:19]2[CH2:18][CH2:17][CH:16]([O:15][c:14]3[c:13]([C:12]([F:11])([F:26])[F:27])[cH:25][cH:24][cH:23][cH:22]3)[CH2:21][CH2:20]2)[n:3][cH:4][c:5]([N+:8](=[O:9])[O-:10])[cH:6][cH:7]1. Yields the product O=[N+]([O-])c1ccc(N2CCC(Oc3ccccc3C(F)(F)F)CC2)nc1.